This data is from the Open Reaction Database (ORD), a public repository of structured organic reaction records. The task is: describe an organic reaction: reactants, conditions, products, and yield Reactants: N (NH3), BrC1=NC=C(C=C1)OCC(CO[Si](C)(C)C(C)(C)C)CO[Si](C)(C)C(C)(C)C (2-bromo-5-[3-{[tert-butyl(dimethyl)silyl]oxy}-2-({[tert-butyl(dimethyl)silyl]oxy}methyl)propoxy]pyridine), Cl (HCl), C(=O)=O.CC(=O)C (CO2 acetone). Solvent: CO (MeOH), CCO (EtOH). Reaction conditions: time 13 hour. The product is BrC1=CC=C(C=N1)OCC(CO)CO (2-{[(6-bromo-3-pyridinyl)oxy]methyl}-1,3-propanediol). Yield: 94.3%. Reaction SMILES: [Br:1][C:2]1[CH:7]=[CH:6][C:5]([O:8][CH2:9][CH:10]([CH2:20][O:21][Si](C(C)(C)C)(C)C)[CH2:11][O:12][Si](C(C)(C)C)(C)C)=[CH:4][N:3]=1.Cl.C(=O)=O.CC(C)=O.N>CCO.CO>[Br:1][C:2]1[N:3]=[CH:4][C:5]([O:8][CH2:9][CH:10]([CH2:20][OH:21])[CH2:11][OH:12])=[CH:6][CH:7]=1 |f:2.3|. Reported procedure: Silyl ether 185 (11.06 g, 22.5 mmol) was treated with a solution of 1% HCl in 95% EtOH (desilylation conditions described by Cunico et al., 1980) (200 mL), and the mixture was stirred at room temperature for 13 h. The resulting solution was cooled (CO2/acetone), neutralised by dropwise addition of 7M NH3 in MeOH (10 mL) with stirring, and then concentrated to dryness and the residue was chromatographed on silica gel. Elution with 0-3% MeOH/CH2Cl2 firstly gave foreruns, and then further elution w... Starting materials: C(C(=O)Cl)(=O)Cl (Oxalyl chloride), N1C=C(C=C1)C(=O)O (1H-pyrrole-3-carboxylic acid), N1CCC1 (Azetidine). Reagents/catalysts: CN(C=O)C (N,N-dimethylformamide). Run in ClCCl (dichloromethane). Reaction conditions: temperature 2.5 celsius, time 15 hour. Product: N1(CCC1)C(=O)C1=CNC=C1 (azetidin-1-yl-(1H-pyrrol-3-yl)-methanone). Isolated yield 39.3%. RXN SMILES: C(Cl)(=O)C(Cl)=O.[NH:7]1[CH:11]=[CH:10][C:9]([C:12]([OH:14])=O)=[CH:8]1.[NH:15]1[CH2:18][CH2:17][CH2:16]1>CN(C)C=O.ClCCl>[N:15]1([C:12]([C:9]2[CH:10]=[CH:11][NH:7][CH:8]=2)=[O:14])[CH2:18][CH2:17][CH2:16]1. Procedure details: Oxalyl chloride (0.13 mL, 1.5 mmol) was added to a mixture of 1H-pyrrole-3-carboxylic acid (0.111 g, 1.00 mmol) and 1 drop of N,N-dimethylformamide in 5 mL of dichloromethane. The mixture was stirred for 15 h, then concentrated, then redissolved in 5 mL of dichloromethane and cooled to 0-5° C. Azetidine (0.21 mL, 2.5 mmol) was added, and the mixture was stirred for 1 h at 0-5° C. then absorbed onto silica gel and concentrated. Column chromatography (2->10% MeOH/CH2Cl2) afforded 0.059 g (39%) of ... Reactants: B, COC(=O)c1cc(C=O)ccc1OC, CCOC(C)=O, Cl, C1CCOC1, C1CCOC1. Product: COC(=O)c1cc(CO)ccc1OC. As a reaction SMILES: [BH3:25].[CH3:1][O:2][c:3]1[c:4]([C:5](=[O:6])[O:7][CH3:8])[cH:9][c:10]([CH:13]=[O:14])[cH:11][cH:12]1.[CH3:27][CH2:28][O:29][C:30](=[O:31])[CH3:32].[ClH:26].[O:15]1[CH2:16][CH2:17][CH2:18][CH2:19]1.[O:20]1[CH2:21][CH2:22][CH2:23][CH2:24]1>>[CH3:1][O:2][c:3]1[c:4]([C:5](=[O:6])[O:7][CH3:8])[cH:9][c:10]([CH2:13][OH:14])[cH:11][cH:12]1. The reactants are O (Water), OC1=C(C=O)C=CC(=C1)O (2,4-dihydroxybenzaldehyde), C([O-])([O-])=O.[Cs+].[Cs+] (cesium carbonate), COCCl (chloromethyl methyl ether). The solvent is C(C)#N (acetonitrile). Conditions: time 30 minute. Yields the product OC1=C(C=O)C=CC(=C1)OCOC (2-hydroxy-4-(methoxymethyloxy)benzaldehyde). RXN SMILES: [OH:1][C:2]1[CH:9]=[C:8]([OH:10])[CH:7]=[CH:6][C:3]=1[CH:4]=[O:5].C(=O)([O-])[O-].[Cs+].[Cs+].[CH3:17][O:18][CH2:19]Cl.O>C(#N)C>[OH:1][C:2]1[CH:9]=[C:8]([O:10][CH2:17][O:18][CH3:19])[CH:7]=[CH:6][C:3]=1[CH:4]=[O:5] |f:1.2.3|. Procedure details: To a suspension of 2,4-dihydroxybenzaldehyde (0.83 g) and cesium carbonate (1.7 g) in acetonitrile (30 mL) was added chloromethyl methyl ether (0.55 mL), and the mixture was stirred at room temperature for 30 minutes. Water was added to the reaction mixture, and the mixture was extracted with ethyl acetate. The organic layer was dried over anhydrous sodium sulfate, and the solvent was removed under reduced pressure. The residue was purified by column chromatography on silica gal (eluent: hexane/... Starting materials: C[Mg+], CCOC(=O)C1(C(C)C)CCCC1=O, [I-], O=S(=O)(O)O. The product is CCOC(=O)C1(C(C)C)CCCC1(C)O. Reaction SMILES: [CH3:2][Mg+:3].[CH:4]([CH3:5])([CH3:6])[C:7]1([C:13](=[O:14])[O:15][CH2:16][CH3:17])[C:8](=[O:12])[CH2:9][CH2:10][CH2:11]1.[I-:1].[S:18](=[O:19])(=[O:20])([OH:21])[OH:22]>>[CH3:2][C:8]1([OH:12])[C:7]([CH:4]([CH3:5])[CH3:6])([C:13](=[O:14])[O:15][CH2:16][CH3:17])[CH2:11][CH2:10][CH2:9]1. Reactants: CI (methyl iodide), CC(=C)C=C (2-methyl-1,3-butadiene), glass, CN(C)CC1=CC(=C(C(=C1)C)O)C (N,N-dimethyl,2,6-dimethyl-4-aminomethylphenol). Solvent: C(C)(=O)OCC (ethyl acetate). Run at temperature 135 celsius. The product is CC1=CC2(C=C(C1=O)C)CC(=CCC2)C (2,4,8-trimethylspiro[5.5]undeca-1,4,8-trien-3-one), CC1=CC2(C=C(C1=O)C)CC=C(CC2)C (2,4,9-trimethylspiro[5.5]undeca-1,4,8-trien-3-one). Isolated yield 33.0%. As a reaction SMILES: CN([CH2:4][C:5]1[CH:10]=[C:9]([CH3:11])[C:8]([OH:12])=[C:7]([CH3:13])[CH:6]=1)C.[CH3:14]I.[CH3:16][C:17]([CH:19]=[CH2:20])=[CH2:18]>C(OCC)(=O)C>[CH3:13][C:7]1[C:8](=[O:12])[C:9]([CH3:11])=[CH:10][C:5]2([CH2:20][CH2:19][CH:17]=[C:18]([CH3:14])[CH2:4]2)[CH:6]=1.[CH3:13][C:7]1[C:8](=[O:12])[C:9]([CH3:11])=[CH:10][C:5]2([CH2:20][CH2:19][C:17]([CH3:18])=[CH:16][CH2:4]2)[CH:6]=1. Reported procedure: To a 250 mL glass reaction vessel containing an ethyl acetate (70 mLs) solution of N,N-dimethyl,2,6-dimethyl-4-aminomethylphenol (3.58 g; 20 mmols), there was added methyl iodide (20 mmols) to give a colorless slurry. The vessel was sealed and 2-methyl-1,3-butadiene (100 mmols) was introduced into the system. The reaction mixture was heated to 135° C. and the pressure was increased from atmospheric to 75 psig. The reaction mixture was maintained at these conditions for approximately 4 hours. The...